From a dataset of the Open Reaction Database (ORD), a public repository of structured organic reaction records. describe an organic reaction: reactants, conditions, products, and yield RXN SMILES: [Br:1][c:2]1[cH:3][c:4]([N+:15](=[O:16])[O-:17])[c:5](=[O:14])[n:6]([CH2:9][C:10]([F:11])([F:12])[F:13])[c:7]1[CH3:8].[C:37]([P:38]([C:39]([CH3:40])([CH3:41])[CH3:42])[C:43]([CH3:44])([CH3:45])[CH3:46])([CH3:47])([CH3:48])[CH3:49].[C:50]([P:51]([C:52]([CH3:53])([CH3:54])[CH3:55])[C:56]([CH3:57])([CH3:58])[CH3:59])([CH3:60])([CH3:61])[CH3:62].[CH2:31]1[O:32][CH2:33][CH2:34][CH2:35]1.[F-:29].[F:18][c:19]1[c:20]([B:26]([OH:27])[OH:28])[cH:21][cH:22][cH:23][c:24]1[CH3:25].[K+:30].[Pd:36]>>[c:2]1(-[c:20]2[c:19]([F:18])[c:24]([CH3:25])[cH:23][cH:22][cH:21]2)[cH:3][c:4]([N+:15](=[O:16])[O-:17])[c:5](=[O:14])[n:6]([CH2:9][C:10]([F:11])([F:12])[F:13])[c:7]1[CH3:8]. Product: Cc1cccc(-c2cc([N+](=O)[O-])c(=O)n(CC(F)(F)F)c2C)c1F. The reactants are Cc1c(Br)cc([N+](=O)[O-])c(=O)n1CC(F)(F)F, CC(C)(C)P(C(C)(C)C)C(C)(C)C, CC(C)(C)P(C(C)(C)C)C(C)(C)C, C1CCOC1, [F-], Cc1cccc(B(O)O)c1F, [K+], [Pd]. The reactants are [Cl-], COc1cc(N)c(F)cc1Cl, Cl, O=N[O-], [Na+], O. The product is COc1cc(NN)c(F)cc1Cl. As a reaction SMILES: [Cl-:16].[Cl:1][c:2]1[cH:3][c:4]([F:11])[c:5]([NH2:6])[cH:7][c:8]1[O:9][CH3:10].[ClH:17].[N:12]([O-:13])=[O:14].[Na+:15].[OH2:18]>>[Cl:1][c:2]1[cH:3][c:4]([F:11])[c:5]([NH:6][NH2:12])[cH:7][c:8]1[O:9][CH3:10]. Starting materials: [Al+3], C1CCOC1, COc1ccc(CN2CC3Cc4ccccc4CN3C(C)C2=O)c(OC)c1, [H-], [H-], [H-], [H-], [Li+], [Mg+2], O=S(=O)([O-])[O-]. RXN SMILES: [Al+3:2].[CH2:40]1[O:41][CH2:42][CH2:43][CH2:44]1.[CH3:7][O:8][c:9]1[c:10]([CH2:11][N:12]2[CH2:13][CH:14]3[N:15]([CH2:16][c:17]4[cH:18][cH:19][cH:20][cH:21][c:22]4[CH2:23]3)[CH:24]([CH3:27])[C:25]2=[O:26])[cH:28][cH:29][c:30]([O:32][CH3:33])[cH:31]1.[H-:1].[H-:4].[H-:5].[H-:6].[Li+:3].[Mg+2:34].[O-:35][S:36]([O-:37])(=[O:38])=[O:39]>>[CH3:7][O:8][c:9]1[c:10]([CH2:11][N:12]2[CH2:13][CH:14]3[N:15]([CH2:16][c:17]4[cH:18][cH:19][cH:20][cH:21][c:22]4[CH2:23]3)[CH:24]([CH3:27])[CH2:25]2)[cH:28][cH:29][c:30]([O:32][CH3:33])[cH:31]1. The product is COc1ccc(CN2CC(C)N3Cc4ccccc4CC3C2)c(OC)c1.